Dataset: the Open Reaction Database (ORD), a public repository of structured organic reaction records. Task: describe an organic reaction: reactants, conditions, products, and yield The reactants are ClCC1C(C(NC1)=O)(C1=CC=CC=C1)C1=CC=CC=C1 (4-(chloromethyl)-3,3-diphenyl-2-pyrrolidinone), OC1(CCNCC1)C1=CC=CC=C1 (4-hydroxyl-4-phenylpiperidine), C([O-])([O-])=O.[K+].[K+] (potassium carbonate), steel. Run in C(C)O (ethanol). Conditions: temperature 200 celsius. The product is Cl.OC1(CCN(CC1)CC1C(C(NC1)=O)(C1=CC=CC=C1)C1=CC=CC=C1)C1=CC=CC=C1 (4-[(4-Hydroxy-4-phenyl-1-piperidinyl)methyl]-3,3-diphenyl-2-pyrrolidinone Hydrochloride). As a reaction SMILES: [Cl:1][CH2:2][CH:3]1[CH2:7][NH:6][C:5](=[O:8])[C:4]1([C:15]1[CH:20]=[CH:19][CH:18]=[CH:17][CH:16]=1)[C:9]1[CH:14]=[CH:13][CH:12]=[CH:11][CH:10]=1.C(=O)([O-])[O-].[K+].[K+].[OH:27][C:28]1([C:34]2[CH:39]=[CH:38][CH:37]=[CH:36][CH:35]=2)[CH2:33][CH2:32][NH:31][CH2:30][CH2:29]1>C(O)C>[ClH:1].[OH:27][C:28]1([C:34]2[CH:39]=[CH:38][CH:37]=[CH:36][CH:35]=2)[CH2:33][CH2:32][N:31]([CH2:2][CH:3]2[CH2:7][NH:6][C:5](=[O:8])[C:4]2([C:15]2[CH:20]=[CH:19][CH:18]=[CH:17][CH:16]=2)[C:9]2[CH:14]=[CH:13][CH:12]=[CH:11][CH:10]=2)[CH2:30][CH2:29]1 |f:1.2.3,6.7|. Procedure: To 10.0 g. (0.035 mole) of 4-(chloromethyl)-3,3-diphenyl-2-pyrrolidinone in 150 ml. of ethanol in a steel bomb was added 15.0 g. (0.11 mole) of potassium carbonate (finely ground) and 6.2 g. (0.035 mole) of 4-hydroxyl-4-phenylpiperidine. The mixture was heated to 200° C. for 48 hours and rotated slowly to effect mild stirring. After concentrating in vacuo, the residue was partitioned between dilute hydrochloric acid solution and ethyl acetate. The acid solution was made basic with sodium hydroxi...